From a dataset of the Open Reaction Database (ORD), a public repository of structured organic reaction records. describe an organic reaction: reactants, conditions, products, and yield Reactants: COCCCN1CCOC2=C1C=C(C=C2)COC2CN(CCC2C2=CC=C(C=C2)OS(=O)(=O)C(F)(F)F)C(=O)OCC2=CC=CC=C2 (benzyl 3-[4-(3-methoxypropyl)-3,4-dihydro-2H-benzo[1,4]oxazin-6-ylmethoxy]-4-(4-trifluoromethanesulphonyloxyphenyl)piperidine-1-carboxylate), CNC(=O)CCCC#C (N-methylpent-4-ynecarboxamide), C(C)(C)N(C(C)C)CC (N,N-diisopropylethylamine), C(O)([O-])=O.[Na+] (sodium hydrogencarbonate). The reagents and catalysts are Cl[Pd]([P](C1=CC=CC=C1)(C2=CC=CC=C2)C3=CC=CC=C3)([P](C4=CC=CC=C4)(C5=CC=CC=C5)C6=CC=CC=C6)Cl (bis(triphenylphosphine)palladium(II) chloride), [Cu]I (copper(I) iodide). Run in CN(C=O)C (N,N-dimethylformamide). Reaction conditions: temperature 45 celsius, time 36 hour. Product: COCCCN1CCOC2=C1C=C(C=C2)COC2CN(CCC2C2=CC=C(C=C2)C#CCCC(NC)=O)C(=O)OCC2=CC=CC=C2 (Benzyl 3-[4-(3-methoxypropyl)-3,4-dihydro-2H-benzo[1,4]oxazin-6-ylmethoxy]-4-[4-(4-methylcarbamoylbut-1-ynyl)phenyl]piperidine-1-carboxylate), SiO2. As a reaction SMILES: [CH3:1][O:2][CH2:3][CH2:4][CH2:5][N:6]1[C:11]2[CH:12]=[C:13]([CH2:16][O:17][CH:18]3[CH:23]([C:24]4[CH:29]=[CH:28][C:27](OS(C(F)(F)F)(=O)=O)=[CH:26][CH:25]=4)[CH2:22][CH2:21][N:20]([C:38]([O:40][CH2:41][C:42]4[CH:47]=[CH:46][CH:45]=[CH:44][CH:43]=4)=[O:39])[CH2:19]3)[CH:14]=[CH:15][C:10]=2[O:9][CH2:8][CH2:7]1.[CH3:48][NH:49][C:50]([CH2:52][CH2:53][CH2:54][C:55]#C)=[O:51].C(N(CC)C(C)C)(C)C.C(=O)([O-])O.[Na+]>Cl[Pd](Cl)([P](C1C=CC=CC=1)(C1C=CC=CC=1)C1C=CC=CC=1)[P](C1C=CC=CC=1)(C1C=CC=CC=1)C1C=CC=CC=1.[Cu]I.CN(C)C=O>[CH3:1][O:2][CH2:3][CH2:4][CH2:5][N:6]1[C:11]2[CH:12]=[C:13]([CH2:16][O:17][CH:18]3[CH:23]([C:24]4[CH:25]=[CH:26][C:27]([C:55]#[C:54][CH2:53][CH2:52][C:50](=[O:51])[NH:49][CH3:48])=[CH:28][CH:29]=4)[CH2:22][CH2:21][N:20]([C:38]([O:40][CH2:41][C:42]4[CH:43]=[CH:44][CH:45]=[CH:46][CH:47]=4)=[O:39])[CH2:19]3)[CH:14]=[CH:15][C:10]=2[O:9][CH2:8][CH2:7]1 |f:3.4,^1:73,92|. Procedure: The mixture of 0.124 g of benzyl 3-[4-(3-methoxypropyl)-3,4-dihydro-2H-benzo[1,4]oxazin-6-ylmethoxy]-4-(4-trifluoromethanesulphonyloxyphenyl)piperidine-1-carboxylate (Example 265b), 0.0305 g of N-methylpent-4-ynecarboxamide, 0.0797 g of N,N-diisopropylethylamine, 0.0136 g of bis(triphenylphosphine)palladium(II) chloride, 0.0038 g of copper(I) iodide and 1.0 ml of N,N-dimethylformamide is stirred under argon at 45° C. over 36 hours. The reaction mixture is cooled, poured onto saturated aqueous so...